From a dataset of the Open Reaction Database (ORD), a public repository of structured organic reaction records. describe an organic reaction: reactants, conditions, products, and yield Yields the product C#CC1=CC=C(C=C1)O (poly(p-hydroxystyrene)). The reactants are [OH-].[Na+] (sodium hydroxide), Cl (hydrochloric acid), C(C)(=O)OC1=CC=C(C=C)C=C1 (p-acetoxystyrene), CC(C)(C#N)N=NC(C)(C)C#N (azobisisobutylonitrile). Run at temperature 80 celsius, time 2.5 hour. Solvent: O (water), CCCCCC (hexane), C(C)(=O)OCCCC (butyl acetate), O1CCCC1 (tetrahydrofuran), O (water), O (water). Reaction SMILES: C([O:4][C:5]1[CH:12]=[CH:11][C:8]([CH:9]=[CH2:10])=[CH:7][CH:6]=1)(=O)C.CC(N=NC(C#N)(C)C)(C#N)C.[OH-].[Na+].Cl>C(OCCCC)(=O)C.O.O1CCCC1.CCCCCC>[CH:10]#[C:9][C:8]1[CH:11]=[CH:12][C:5]([OH:4])=[CH:6][CH:7]=1 |f:2.3|. Procedure details: In 120 ml of butyl acetate was dissolved 32.4 g (0.2 mol) of p-acetoxystyrene. To the solution was then added 0.033 g of azobisisobutylonitrile (AIBN) with stirring in a stream of nitrogen at a temperature of 80° C. every 2.5 hours three times in all. Thereafter, the mixture was stirred for 5 hours to undergo a polymerization reaction. The reaction solution was then poured into 1,200 ml of hexane to cause the precipitation of a white resin. The resin thus obtained was dried, and then dissolved i... Starting materials: N(=O)[O-].[Na+] (sodium nitrite), O.O.O.C(C)(=O)[O-].[Na+] (sodium acetate trihydrate), ice, NC=1C=C(C=CC1Cl)C(F)(F)F (3-Amino-4-chlorobenzotrifluoride), Cl (hydrochloric acid), Cl (hydrochloric acid), Cl (hydrochloride), C=O (paraformaldehyde), Cl.NO (hydroxylamine hydrochloride), O.O.O.C(C)(=O)[O-].[Na+] (sodium acetate trihydrate), cupric sulfate pentahydrate, [Na] (sodium), S(=O)([O-])[O-] (sulfite), C(C)(=O)[O-].[Na+] (sodium acetate). Run in O (water), C1(=CC=CC=C1)C (toluene), O (water), O (water), O (water), O (water). Run at time 1 hour. The product is ClC1=C(C=O)C=C(C=C1)C(F)(F)F (2-chloro-5-trifluoromethylbenzaldehyde). Yield: 32.0%. Reaction SMILES: N[C:2]1[CH:3]=[C:4]([C:9]([F:12])([F:11])[F:10])[CH:5]=[CH:6][C:7]=1[Cl:8].Cl.N([O-])=O.[Na+].O.O.O.[C:21]([O-])(=[O:23])C.[Na+].C=O.Cl.NO.[Na].S([O-])([O-])=O.C([O-])(=O)C.[Na+]>O.C1(C)C=CC=CC=1>[Cl:8][C:7]1[CH:6]=[CH:5][C:4]([C:9]([F:12])([F:11])[F:10])=[CH:3][C:2]=1[CH:21]=[O:23] |f:2.3,4.5.6.7.8,10.11,14.15,^1:30|. Reported procedure: 3-Amino-4-chlorobenzotrifluoride (A.E. Porai-Kosic et al., Zh. Prikl. Khim. 28, 969, 1955; Chem. Abstr. 50, 4880, 1956) (222 g) is slowly added to a stirred solution of 260 ml hydrochloric acid in 2330 ml water. The resultant suspension of the hydrochloride is cooled, treated with 450 g of ice and diazotized at 0°-5° C. with a solution of 80 g of sodium nitrite in 110 ml of water, added dropwise. The mixture is stirred for 1 hour at 0°-5° C. and treated with a cooled solution of 100 g of sodium ... The reactants are CC(CNC1=C(C=2N(C3=CC=CC=C13)N=NN2)N)C (N5 -(2-methylpropyl)tetrazolo[1,5-a]quinoline-4,5-diamine), [OH-].[Na+] (sodium hydroxide), C(C)(=O)OC(OCC)OCC (diethoxymethyl acetate). Solvent: O (Water). Yields the product CC(CN1C=NC=2C=3N(C4=CC=CC=C4C21)N=NN3)C (6-(2-methylpropyl)-6H-imidazo[4,5-c]tetrazolo[1,5-a]quinoline). Reaction SMILES: [CH3:1][CH:2]([CH3:19])[CH2:3][NH:4][C:5]1[C:14]2[C:9](=[CH:10][CH:11]=[CH:12][CH:13]=2)[N:8]2[N:15]=[N:16][N:17]=[C:7]2[C:6]=1[NH2:18].[C:20](OC(OCC)OCC)(=O)C.[OH-].[Na+]>O>[CH3:1][CH:2]([CH3:19])[CH2:3][N:4]1[C:5]2[C:14]3[C:9](=[CH:10][CH:11]=[CH:12][CH:13]=3)[N:8]3[N:15]=[N:16][N:17]=[C:7]3[C:6]=2[N:18]=[CH:20]1 |f:2.3|. Procedure details: N5 -(2-Methylpropyl)tetrazolo[1,5-a]quinoline-4,5-diamine (0.2 g, 0.78 mmole, Example 16) was combined with diethoxymethyl acetate (2 mL) and heated on a steam bath for 3 hours. Water (10 mL) and 10% sodium hydroxide (2 mL) were added and the reaction mixture was heated on a steam bath for 1 hour. A solid was isolated by filtration then recrystallized from methanol/ethyl acetate to provide 0.16 g of 6-(2-methylpropyl)-6H-imidazo[4,5-c]tetrazolo[1,5-a]quinoline as a white crystalline solid, m.p. ...